From a dataset of the Open Reaction Database (ORD), a public repository of structured organic reaction records. describe an organic reaction: reactants, conditions, products, and yield As a reaction SMILES: [CH3:10][C:11](=[O:12])[O:13][C:14](=[O:15])[CH3:16].[CH3:17][CH2:18][OH:19].[F:1][c:2]1[c:3]([CH3:9])[c:4]([NH2:5])[cH:6][cH:7][cH:8]1>>[F:1][c:2]1[c:3]([CH3:9])[c:4]([NH:5][C:11]([CH3:10])=[O:12])[cH:6][cH:7][cH:8]1. Starting materials: CC(=O)OC(C)=O, CCO, Cc1c(N)cccc1F. Yields the product CC(=O)Nc1cccc(F)c1C. Reactants: ClC=1C(=C(C(=O)Cl)C(=CC1)F)F (3-chloro-2,6-difluorobenzoyl chloride), CN(C1CC=C(CC1)C=1C=C(C=CC1)N)C (3-(4-dimethylamino-cyclohex-1-enyl)-phenylamine). The product is Cl.ClC=1C(=C(C(=O)NC2=CC(=CC=C2)C2=CCC(CC2)N(C)C)C(=CC1)F)F (3-Chloro-N-(3-(4-Dimethylamino-cyclohex-1-enyl)-phenyl)-2,6-difluoro-benzamide hydrochloride salt), base. Isolated yield 76.0%. As a reaction SMILES: [Cl:1][C:2]1[C:3]([F:12])=[C:4]([C:8]([F:11])=[CH:9][CH:10]=1)[C:5](Cl)=[O:6].[CH3:13][N:14]([CH3:28])[CH:15]1[CH2:20][CH2:19][C:18]([C:21]2[CH:22]=[C:23]([NH2:27])[CH:24]=[CH:25][CH:26]=2)=[CH:17][CH2:16]1>>[ClH:1].[Cl:1][C:2]1[C:3]([F:12])=[C:4]([C:8]([F:11])=[CH:9][CH:10]=1)[C:5]([NH:27][C:23]1[CH:24]=[CH:25][CH:26]=[C:21]([C:18]2[CH2:19][CH2:20][CH:15]([N:14]([CH3:28])[CH3:13])[CH2:16][CH:17]=2)[CH:22]=1)=[O:6] |f:2.3|. Reported procedure: Using a method similar to example 1, using 3-chloro-2,6-difluorobenzoyl chloride (142 mg, 0.67 mmol) and 3-(4-dimethylamino-cyclohex-1-enyl)-phenylamine (preparation 2, 121 mg, 0.56 mmol) provides the title compound (free base 166 mg, 76%). Free base: MS (ES): m/z=391.2 (M+H)+; 1H NMR (CDCl3): δ 7.79 (s, br, 1H), 7.68 (br, 1H), 7.49 (m, 2H), 7.34 (t, 1H), 7.22 (d, 1H), 7.00 (dt, 1H), 6.12 (m, 1H), 2.46 (m, 4H), 2.38 (s, 6H), 2.15 (m, 2H), 1.59 (m, 1H). Hydrochloride salt: Anal. cal'd for C21H21C... The reactants are C(N)(OCC)=O (ethyl carbamate), NC1=C(CCCCC1)C#N (1-amino-2-cyanocyclohept-1-ene), FC1=C(C(=O)NN)C=CC=C1 (o-fluorobenzhydrazide). Solvent: CN1C(CCC1)=O (1-methyl-2-pyrrolidone). The product is FC1=C(C=CC=C1)C1=NN2C(NC3=C(C2=N1)CCCCC3)=O (2-(2-fluorophenyl)-8,9,10,11-tetrahydro-7H-cyclohepta[e][1,2,4]triazolo-[1,5-c]pyrimidin-5(6H)one). The yield is 63.0%. RXN SMILES: [C:1](=[O:6])(OCC)[NH2:2].N[C:8]1[CH2:14][CH2:13][CH2:12][CH2:11][CH2:10][C:9]=1[C:15]#[N:16].[F:17][C:18]1[CH:27]=[CH:26][CH:25]=[CH:24][C:19]=1[C:20]([NH:22][NH2:23])=O>CN1CCCC1=O>[F:17][C:18]1[CH:27]=[CH:26][CH:25]=[CH:24][C:19]=1[C:20]1[N:16]=[C:15]2[N:23]([C:1](=[O:6])[NH:2][C:8]3[CH2:14][CH2:13][CH2:12][CH2:11][CH2:10][C:9]=32)[N:22]=1. Procedure: A mixture of the ethyl carbamate of 1-amino-2-cyanocyclohept-1-ene (11.6 g), o-fluorobenzhydrazide (8.74 g) and 1-methyl-2-pyrrolidone (140 mL) is stirred at reflux under nitrogen for 18 hours, cooled and triturated with water to produce solid material. It is recrystallized from (±)1-methoxy-2-propanol to afford pure 2-(2-fluorophenyl)-8,9,10,11-tetrahydro-7H-cyclohepta[e][1,2,4]triazolo-[1,5-c]pyrimidin-5(6H)one, m.p. 257°-259°, in 63% yield. Reactants: ClC1=CC=C(C=C1)[N+](=O)[O-] (p-chloronitrobenzene), [H-].[Na+] (sodium hydride), ice water, COCOC=1C(=C2CCC(OC2=C(C1C)C)(CCCCCCCC)CO)C (6-methoxymethoxy-5,7,8-trimethyl-2-octylchroman-2-ylmethanol), CN(C=O)C (dimethylformamide). Run in C1=CC=CC=C1 (benzene). Reaction conditions: temperature 50 celsius. The product is COCOC=1C(=C2CCC(OC2=C(C1C)C)(CCCCCCCC)COC1=CC=C(C=C1)[N+](=O)[O-])C (6-Methoxymethoxy-5,7,8-trimethyl-2-(4-nitrophenoxymethyl)-2-octylchroman). RXN SMILES: [H-].[Na+].[CH3:3][O:4][CH2:5][O:6][C:7]1[C:8]([CH3:29])=[C:9]2[C:14](=[C:15]([CH3:18])[C:16]=1[CH3:17])[O:13][C:12]([CH2:27][OH:28])([CH2:19][CH2:20][CH2:21][CH2:22][CH2:23][CH2:24][CH2:25][CH3:26])[CH2:11][CH2:10]2.CN(C)C=O.Cl[C:36]1[CH:41]=[CH:40][C:39]([N+:42]([O-:44])=[O:43])=[CH:38][CH:37]=1>C1C=CC=CC=1>[CH3:3][O:4][CH2:5][O:6][C:7]1[C:8]([CH3:29])=[C:9]2[C:14](=[C:15]([CH3:18])[C:16]=1[CH3:17])[O:13][C:12]([CH2:27][O:28][C:36]1[CH:41]=[CH:40][C:39]([N+:42]([O-:44])=[O:43])=[CH:38][CH:37]=1)([CH2:19][CH2:20][CH2:21][CH2:22][CH2:23][CH2:24][CH2:25][CH3:26])[CH2:11][CH2:10]2 |f:0.1|. Procedure details: 0.38 g of a 55% w/w suspension of sodium hydride in mineral oil was added to a mixture of 3 g of 6-methoxymethoxy-5,7,8-trimethyl-2-octylchroman-2-ylmethanol (prepared as described in Preparation 13) and 25 ml of dimethylformamide under a nitrogen stream at room temperature, and the resulting mixture was heated for 2 hours at 50° C. A mixture of 1.4 g of p-chloronitrobenzene and 2 ml of benzene was then added dropwise, whilst ice-cooling, and the resulting mixture was heated for 2 hours at 50° C...